This data is from the Open Reaction Database (ORD), a public repository of structured organic reaction records. The task is: describe an organic reaction: reactants, conditions, products, and yield Starting materials: SC1=NNC=N1 (3-mercapto-1,2,4-triazole), C[O-].[Na+] (sodium methoxide), C(C1=CC=CC=C1)Cl (benzylchloride). The solvent is CO (methanol). Reaction conditions: temperature 5 celsius, time 8 hour. The product is C(C1=CC=CC=C1)SC1=NNC=N1 (3-Benzylthio-1,2,4-triazole). RXN SMILES: [SH:1][C:2]1[N:6]=[CH:5][NH:4][N:3]=1.C[O-].[Na+].[CH2:10](Cl)[C:11]1[CH:16]=[CH:15][CH:14]=[CH:13][CH:12]=1>CO>[CH2:10]([S:1][C:2]1[N:6]=[CH:5][NH:4][N:3]=1)[C:11]1[CH:16]=[CH:15][CH:14]=[CH:13][CH:12]=1 |f:1.2|. Procedure details: A solution of 30 g (0.29 m) 3-mercapto-1,2,4-triazole in 300 ml of dry methanol containing 16.0 g (0.29 m) sodium methoxide is stirred under dry conditions, cooled to 5° C. and benzylchloride 41.3 g (0.32 m) is added dropwise. Stir the mixture at room temperature overnight, reflux 2 hours, cool and evaporate to dryness. The residue is stirred in water and the product is extracted with ethyl acetate. Dry the ethyl acetate layer and evaporate to dryness to give white product. Recrystallize from to... The product is c1ccc(N(c2ccccc2)c2ccccc2)cc1. As a reaction SMILES: [Br:1][c:2]1[cH:3][cH:4][cH:5][cH:6][cH:7]1.[CH3:21][C:22]([CH3:23])([O-:24])[CH3:25].[NH:8]([c:9]1[cH:10][cH:11][cH:12][cH:13][cH:14]1)[c:15]1[cH:16][cH:17][cH:18][cH:19][cH:20]1.[Na+:26].[O-:28][C:29]([CH3:30])=[O:31].[O-:32][C:33]([CH3:34])=[O:35].[Pd+2:27].[c:36]1([CH3:37])[c:38]([CH3:39])[cH:40][cH:41][cH:42][cH:43]1>>[c:2]1([N:8]([c:9]2[cH:10][cH:11][cH:12][cH:13][cH:14]2)[c:15]2[cH:16][cH:17][cH:18][cH:19][cH:20]2)[cH:3][cH:4][cH:5][cH:6][cH:7]1. The reactants are Brc1ccccc1, CC(C)(C)[O-], c1ccc(Nc2ccccc2)cc1, [Na+], CC(=O)[O-], CC(=O)[O-], [Pd+2], Cc1ccccc1C. Starting materials: C(C)(C)(C)OC(=O)N1CCC(CC1)N1N=CC(=C1)C=1C=NC(=C(C1)C=1N=CC2=CC=CC=C2C1F)N (4-{4-[6-amino-5-(4-fluoroisoquinolin-3-yl)-pyridin-3-yl]-pyrazol-1-yl}-piperidine-1-carboxylic acid tert-butyl ester), C(Cl)Cl (DCM), Cl (HCl), CCOCC (Et2O). Conditions: time 2 hour. Yields the product Cl.Cl.Cl.FC1=C(N=CC2=CC=CC=C12)C=1C(=NC=C(C1)C=1C=NN(C1)C1CCNCC1)N (3-(4-Fluoroisoquinolin-3-yl)-5-(1-piperidin-4-yl-1H-pyrazol-4-yl)-pyridin-2-ylamine trihydrochloride). As a reaction SMILES: C(OC([N:8]1[CH2:13][CH2:12][CH:11]([N:14]2[CH:18]=[C:17]([C:19]3[CH:20]=[N:21][C:22]([NH2:36])=[C:23]([C:25]4[N:26]=[CH:27][C:28]5[C:33]([C:34]=4[F:35])=[CH:32][CH:31]=[CH:30][CH:29]=5)[CH:24]=3)[CH:16]=[N:15]2)[CH2:10][CH2:9]1)=O)(C)(C)C.C(Cl)[Cl:38].[ClH:40].CCOCC>>[ClH:38].[ClH:40].[ClH:38].[F:35][C:34]1[C:33]2[C:28](=[CH:29][CH:30]=[CH:31][CH:32]=2)[CH:27]=[N:26][C:25]=1[C:23]1[C:22]([NH2:36])=[N:21][CH:20]=[C:19]([C:17]2[CH:16]=[N:15][N:14]([CH:11]3[CH2:10][CH2:9][NH:8][CH2:13][CH2:12]3)[CH:18]=2)[CH:24]=1 |f:4.5.6.7|. Procedure details: To a solution of 4-{4-[6-amino-5-(4-fluoroisoquinolin-3-yl)-pyridin-3-yl]-pyrazol-1-yl}-piperidine-1-carboxylic acid tert-butyl ester (16.0 mg, 0.0327 mmol) in DCM (0.60 mL, 9.4 mmol) was added 1.0 M of HCl in Et2O (0.90 mL, 0.90 mmol), and the mixture was stirred at ambient temperature for 2 h. Almost immediately a pale yellow solid precipitated. The solvents were evaporated, and the residue was transferred into a vial and dried in vacuo overnight, yielding the title compound as pale yellow sol... The reactants are N(=NC(=O)OCC)C(=O)OCC (DEAD), C1=CC=C(C=C1)P(C2=CC=CC=C2)C3=CC=CC=C3 (PPh3), N(=NC(=O)OCC)C(=O)OCC (Diethyl azodicarboxylate), ClC=1C=C(C=2NC(C3=C(N(C2N1)CC)N=CC(=C3)CCO)=O)C (2-chloro-5,11-dihydro-11-ethyl-8-(2-hydroxyethyl)4methyl-6H-dipyrido[3,2-b:2′,3′-e][1,4]diazepin-6-one), OC1=C2C=CC=NC2=CC=C1 (5-hydroxyquinoline), C1=CC=C(C=C1)P(C2=CC=CC=C2)C3=CC=CC=C3 (Ph3P). Run in CCOC(=O)C (EtOAc), C1CCOC1 (THF). Conditions: time 1.5 hour. The product is ClC=1C=C(C=2NC(C3=C(N(C2N1)CC)N=CC(=C3)CCOC3=C1C=CC=NC1=CC=C3)=O)C (2-Chloro-5,11-dihydro-11-ethyl-4-methyl-8-{2-(5-quinolinyloxy)ethyl}-6H-dipyrido[3,2-b:2′,3′-e][1,4]diazepin-6-one). Isolated yield 21.7%. As a reaction SMILES: N(C(OCC)=O)=NC(OCC)=O.[Cl:13][C:14]1[CH:15]=[C:16]([CH3:35])[C:17]2[NH:18][C:19](=[O:34])[C:20]3[CH:30]=[C:29]([CH2:31][CH2:32][OH:33])[CH:28]=[N:27][C:21]=3[N:22]([CH2:25][CH3:26])[C:23]=2[N:24]=1.O[C:37]1[CH:46]=[CH:45][CH:44]=[C:43]2[C:38]=1[CH:39]=[CH:40][CH:41]=[N:42]2.C1C=CC(P(C2C=CC=CC=2)C2C=CC=CC=2)=CC=1>C1COCC1.CCOC(C)=O>[Cl:13][C:14]1[CH:15]=[C:16]([CH3:35])[C:17]2[NH:18][C:19](=[O:34])[C:20]3[CH:30]=[C:29]([CH2:31][CH2:32][O:33][C:37]4[CH:46]=[CH:45][CH:44]=[C:43]5[C:38]=4[CH:39]=[CH:40][CH:41]=[N:42]5)[CH:28]=[N:27][C:21]=3[N:22]([CH2:25][CH3:26])[C:23]=2[N:24]=1. Procedure: Diethyl azodicarboxylate (DEAD) (77 μL, 0.49 mmol) was added drop wise to a solution of 2-chloro-5,11-dihydro-11-ethyl-8-(2-hydroxyethyl)4methyl-6H-dipyrido[3,2-b:2′,3′-e][1,4]diazepin-6-one (125 mg, 0.38 mmol), 5-hydroxyquinoline (70.9 mg, 0.49 mmol) and Ph3P (128 mg, 0.49 mmol) in THF (2.5 mL) at room temperature. After 1.5 h, additional amounts of DEAD (35 μL, 0.22 mmol) and PPh3 (59 mg, 0.22 mmol) were added to the mixture. The mixture was stirred at room temperature for 1 h then was diluted... Reactants: CCOC(=O)C(C)(OCC)C(O)c1ccc(OCc2ccccc2)cc1, CC[SiH](CC)CC, ClCCl. Yields the product CCOC(=O)C(C)(Cc1ccc(OCc2ccccc2)cc1)OCC. RXN SMILES: [CH2:1]([CH3:2])[O:3][C:4]([C:5]([CH:6]([OH:7])[c:8]1[cH:9][cH:10][c:11]([O:14][CH2:15][c:16]2[cH:17][cH:18][cH:19][cH:20][cH:21]2)[cH:12][cH:13]1)([CH3:22])[O:23][CH2:24][CH3:25])=[O:26].[CH2:27]([SiH:28]([CH2:29][CH3:30])[CH2:31][CH3:32])[CH3:33].[Cl:34][CH2:35][Cl:36]>>[CH2:1]([CH3:2])[O:3][C:4]([C:5]([CH2:6][c:8]1[cH:9][cH:10][c:11]([O:14][CH2:15][c:16]2[cH:17][cH:18][cH:19][cH:20][cH:21]2)[cH:12][cH:13]1)([CH3:22])[O:23][CH2:24][CH3:25])=[O:26].